From a dataset of the Open Reaction Database (ORD), a public repository of structured organic reaction records. describe an organic reaction: reactants, conditions, products, and yield Starting materials: C(=O)(OCC1=CC=CC=C1)CCC(=O)O (beta-carbobenzyloxypropionic acid), S(=O)(Cl)Cl (thionyl chloride). The solvent is CN(C=O)C (dimethylformamide). Reaction conditions: temperature 110 celsius, time 2 day. The product is C(=O)(OCC1=CC=CC=C1)CCC(=O)Cl (Beta-carbobenzyloxypropionic acid chloride). As a reaction SMILES: [C:1]([CH2:11][CH2:12][C:13]([OH:15])=O)([O:3][CH2:4][C:5]1[CH:10]=[CH:9][CH:8]=[CH:7][CH:6]=1)=[O:2].S(Cl)([Cl:18])=O>CN(C)C=O>[C:1]([CH2:11][CH2:12][C:13]([Cl:18])=[O:15])([O:3][CH2:4][C:5]1[CH:10]=[CH:9][CH:8]=[CH:7][CH:6]=1)=[O:2]. Reported procedure: A solution of 5 grams of beta-carbobenzyloxypropionic acid (IV) in 50 ml. of thionyl chloride containing 0.5 ml of anhydrous dimethylformamide is allowed to stand, sheltered from moisture, for two days. The excess thionyl chloride is distilled off under a high vacuum, and the residue, which is a yellow oil, is heated in a flask to 110°C under an abs. pressure of 0.4 mmHg in order to strip the head fractions. The undistilled residue is taken up with ethyl ether, decolorized with charcoal, filtere... Product: O=C1C=C(c2cccnc2F)CC1. Reaction SMILES: [Br:1][c:2]1[c:3]([F:8])[n:4][cH:5][cH:6][cH:7]1.[C:9]1(=[O:14])[CH:10]=[CH:11][CH2:12][CH2:13]1.[CH2:29]1[O:30][CH2:31][CH2:32][O:33][CH2:34]1.[CH3:15][N:16]([CH:17]1[CH2:18][CH2:19][CH2:20][CH2:21][CH2:22]1)[CH:23]1[CH2:24][CH2:25][CH2:26][CH2:27][CH2:28]1.[CH3:35][CH2:36][O:37][C:38]([CH3:39])=[O:40]>>[c:2]1([C:11]2=[CH:10][C:9](=[O:14])[CH2:13][CH2:12]2)[c:3]([F:8])[n:4][cH:5][cH:6][cH:7]1. Reactants: Fc1ncccc1Br, O=C1C=CCC1, C1COCCO1, CN(C1CCCCC1)C1CCCCC1, CCOC(C)=O. Reactants: C(#N)C1(CC1)NC(=O)[C@H]1[C@@H](C[C@@H](C1)S(=O)(=O)C1=C(C=C(C=C1)F)Cl)C(=O)N1CC(CC1)(F)F ((1R,2R,4R)-4-(2-Chloro-4-fluoro-benzenesulfonyl)-2-(3,3-difluoro-pyrrolidine-1-carbonyl)-cyclopentanecarboxylic acid (1-cyano-cyclopropyl)-amide), FC([C@H](C)O)(F)F ((S)-1,1,1-trifluoro-propan-2-ol), solid. Yields the product C(#N)C1(CC1)NC(=O)[C@H]1[C@@H](C[C@@H](C1)S(=O)(=O)C1=C(C=C(C=C1)O[C@H](C(F)(F)F)C)Cl)C(=O)N1CC(CC1)(F)F ((1R,2R,4R)-4-[2-Chloro-4-((S)-2,2,2-trifluoro-1-methyl-ethoxy)-benzenesulfonyl]-2-(3,3-difluoro-pyrrolidine-1-carbonyl)-cyclopentanecarboxylic acid (1-cyano-cyclopropyl)-amide). As a reaction SMILES: [C:1]([C:3]1([NH:6][C:7]([C@@H:9]2[CH2:13][C@@H:12]([S:14]([C:17]3[CH:22]=[CH:21][C:20](F)=[CH:19][C:18]=3[Cl:24])(=[O:16])=[O:15])[CH2:11][C@H:10]2[C:25]([N:27]2[CH2:31][CH2:30][C:29]([F:33])([F:32])[CH2:28]2)=[O:26])=[O:8])[CH2:5][CH2:4]1)#[N:2].[F:34][C:35]([F:40])([F:39])[C@@H:36]([OH:38])[CH3:37]>>[C:1]([C:3]1([NH:6][C:7]([C@@H:9]2[CH2:13][C@@H:12]([S:14]([C:17]3[CH:22]=[CH:21][C:20]([O:38][C@@H:36]([CH3:37])[C:35]([F:40])([F:39])[F:34])=[CH:19][C:18]=3[Cl:24])(=[O:16])=[O:15])[CH2:11][C@H:10]2[C:25]([N:27]2[CH2:31][CH2:30][C:29]([F:33])([F:32])[CH2:28]2)=[O:26])=[O:8])[CH2:4][CH2:5]1)#[N:2]. Procedure: The title compound was prepared in analogy to example 134 using (1R,2R,4R)-4-(2-chloro-4-fluoro-benzenesulfonyl)-2-(3,3-difluoro-pyrrolidine-1-carbonyl)-cyclopentanecarboxylic acid (1-cyano-cyclopropyl)-amide (example 186 step 7) and (S)-1,1,1-trifluoro-propan-2-ol (CAS #: 3539-97-7). White solid (92%). MS (EI): 600.1 (M+H)+. The reactants are CC(C)Oc1cc(C(C)(C)C)ccc1C1=NC(C)(c2ccc(Cl)cc2)C(C)(c2ccc(Cl)cc2)N1C(=O)Cl, CS(=O)(=O)CCCN1CCNCC1, Cl, Cl. Yields the product CC(C)Oc1cc(C(C)(C)C)ccc1C1=NC(C)(c2ccc(Cl)cc2)C(C)(c2ccc(Cl)cc2)N1C(=O)N1CCN(CCCS(C)(=O)=O)CC1. Reaction SMILES: [C:1]([CH3:2])([CH3:3])([CH3:4])[c:5]1[cH:6][c:7]([O:35][CH:36]([CH3:37])[CH3:38])[c:8]([C:11]2=[N:15][C:14]([CH3:16])([c:17]3[cH:18][cH:19][c:20]([Cl:23])[cH:21][cH:22]3)[C:13]([CH3:24])([c:25]3[cH:26][cH:27][c:28]([Cl:31])[cH:29][cH:30]3)[N:12]2[C:32](=[O:33])[Cl:34])[cH:9][cH:10]1.[CH3:41][S:42](=[O:43])(=[O:44])[CH2:45][CH2:46][CH2:47][N:48]1[CH2:49][CH2:50][NH:51][CH2:52][CH2:53]1.[ClH:39].[ClH:40]>>[C:1]([CH3:2])([CH3:3])([CH3:4])[c:5]1[cH:6][c:7]([O:35][CH:36]([CH3:37])[CH3:38])[c:8]([C:11]2=[N:15][C:14]([CH3:16])([c:17]3[cH:18][cH:19][c:20]([Cl:23])[cH:21][cH:22]3)[C:13]([CH3:24])([c:25]3[cH:26][cH:27][c:28]([Cl:31])[cH:29][cH:30]3)[N:12]2[C:32](=[O:33])[N:51]2[CH2:50][CH2:49][N:48]([CH2:47][CH2:46][CH2:45][S:42]([CH3:41])(=[O:43])=[O:44])[CH2:53][CH2:52]2)[cH:9][cH:10]1. Starting materials: [Al+3], CC(=O)Cl, [Cl-], [Cl-], [Cl-], ClCCl, c1cnc2[nH]ccc2c1. The product is CC(=O)c1c[nH]c2ncccc12. As a reaction SMILES: [Al+3:11].[CH3:14][C:15]([Cl:16])=[O:17].[Cl-:10].[Cl-:12].[Cl-:13].[Cl:18][CH2:19][Cl:20].[nH:1]1[cH:2][cH:3][c:4]2[cH:5][cH:6][cH:7][n:8][c:9]12>>[nH:1]1[cH:2][c:3]([C:15]([CH3:14])=[O:17])[c:4]2[cH:5][cH:6][cH:7][n:8][c:9]12. The reactants are O=C([O-])[O-], CC(O)(c1ccc(N2CCN(S(=O)(=O)c3cccs3)CC2COS(C)(=O)=O)cc1)C(F)(F)F, CC#N, CCOC(C)=O, [K+], [K+], O=C1CNCCN1. Yields the product CC(O)(c1ccc(N2CCN(S(=O)(=O)c3cccs3)CC2CN2CCNC(=O)C2)cc1)C(F)(F)F. As a reaction SMILES: [C:41](=[O:42])([O-:43])[O-:44].[CH3:1][S:2]([O:3][CH2:6][CH:7]1[N:8]([c:21]2[cH:22][cH:23][c:24]([C:27]([C:28]([F:29])([F:30])[F:31])([CH3:32])[OH:33])[cH:25][cH:26]2)[CH2:9][CH2:10][N:11]([S:13](=[O:14])(=[O:15])[c:16]2[s:17][cH:18][cH:19][cH:20]2)[CH2:12]1)(=[O:4])=[O:5].[CH3:47][C:48]#[N:49].[CH3:50][CH2:51][O:52][C:53]([CH3:54])=[O:55].[K+:45].[K+:46].[NH:34]1[C:35](=[O:40])[CH2:36][NH:37][CH2:38][CH2:39]1>>[CH2:6]([CH:7]1[N:8]([c:21]2[cH:22][cH:23][c:24]([C:27]([C:28]([F:29])([F:30])[F:31])([CH3:32])[OH:33])[cH:25][cH:26]2)[CH2:9][CH2:10][N:11]([S:13](=[O:14])(=[O:15])[c:16]2[s:17][cH:18][cH:19][cH:20]2)[CH2:12]1)[N:37]1[CH2:36][C:35](=[O:40])[NH:34][CH2:39][CH2:38]1.